From a dataset of the Open Reaction Database (ORD), a public repository of structured organic reaction records. describe an organic reaction: reactants, conditions, products, and yield Starting materials: O=C([O-])[O-], CI, O=c1[nH]nc(-c2cccc(I)c2)o1, [K+], [K+], CN(C)C=O, O. Yields the product Cn1nc(-c2cccc(I)c2)oc1=O. Reaction SMILES: [C:14](=[O:15])([O-:16])[O-:17].[CH3:20][I:21].[I:1][c:2]1[cH:3][c:4](-[c:8]2[n:9][nH:10][c:11](=[O:13])[o:12]2)[cH:5][cH:6][cH:7]1.[K+:18].[K+:19].[O:23]=[CH:24][N:25]([CH3:26])[CH3:27].[OH2:22]>>[I:1][c:2]1[cH:3][c:4](-[c:8]2[n:9][n:10]([CH3:14])[c:11](=[O:13])[o:12]2)[cH:5][cH:6][cH:7]1. Starting materials: ClCCl, OCc1ccc(C2=NOC(c3cc(C(F)(F)F)cc(C(F)(F)F)c3)(C(F)(F)F)C2)cc1, O=[Cr](=O)([O-])Cl, c1cc[nH+]cc1. Yields the product O=Cc1ccc(C2=NOC(c3cc(C(F)(F)F)cc(C(F)(F)F)c3)(C(F)(F)F)C2)cc1. RXN SMILES: [Cl:43][CH2:44][Cl:45].[F:1][C:2]([c:3]1[cH:4][c:5]([C:13]2([C:26]([F:27])([F:28])[F:29])[CH2:14][C:15]([c:18]3[cH:19][cH:20][c:21]([CH2:22][OH:23])[cH:24][cH:25]3)=[N:16][O:17]2)[cH:6][c:7]([C:9]([F:10])([F:11])[F:12])[cH:8]1)([F:30])[F:31].[O:32]=[Cr:33]([Cl:34])([O-:35])=[O:36].[nH+:37]1[cH:38][cH:39][cH:40][cH:41][cH:42]1>>[F:1][C:2]([c:3]1[cH:4][c:5]([C:13]2([C:26]([F:27])([F:28])[F:29])[CH2:14][C:15]([c:18]3[cH:19][cH:20][c:21]([CH:22]=[O:23])[cH:24][cH:25]3)=[N:16][O:17]2)[cH:6][c:7]([C:9]([F:10])([F:11])[F:12])[cH:8]1)([F:30])[F:31].